From a dataset of the Open Reaction Database (ORD), a public repository of structured organic reaction records. describe an organic reaction: reactants, conditions, products, and yield The reactants are CCCCCCCCCCCCCCCC(=O)Cl, C=CCOC1OC(COC(=O)CCCCCCCCCCCCCCC)C(O)C(OCc2ccccc2)C1NC(=O)CCCCCCCCCCCCCCC, ClC(Cl)Cl, c1ccncc1. Yields the product CC=COC1OC(COC(=O)CCCCCCCCCCCCCCC)C(O)C(OCc2ccccc2)C1NC(=O)CCCCCCCCCCCCCCC. RXN SMILES: [C:57]([Cl:58])(=[O:59])[CH2:60][CH2:61][CH2:62][CH2:63][CH2:64][CH2:65][CH2:66][CH2:67][CH2:68][CH2:69][CH2:70][CH2:71][CH2:72][CH2:73][CH3:74].[CH2:1]([c:2]1[cH:3][cH:4][cH:5][cH:6][cH:7]1)[O:8][CH:9]1[CH:10]([NH:39][C:40]([CH2:41][CH2:42][CH2:43][CH2:44][CH2:45][CH2:46][CH2:47][CH2:48][CH2:49][CH2:50][CH2:51][CH2:52][CH2:53][CH2:54][CH3:55])=[O:56])[CH:11]([O:12][CH2:13][CH:14]=[CH2:15])[O:16][CH:17]([CH2:20][O:21][C:22]([CH2:23][CH2:24][CH2:25][CH2:26][CH2:27][CH2:28][CH2:29][CH2:30][CH2:31][CH2:32][CH2:33][CH2:34][CH2:35][CH2:36][CH3:37])=[O:38])[CH:18]1[OH:19].[CH:75]([Cl:76])([Cl:77])[Cl:78].[cH:79]1[cH:80][cH:81][n:82][cH:83][cH:84]1>>[CH2:1]([c:2]1[cH:3][cH:4][cH:5][cH:6][cH:7]1)[O:8][CH:9]1[CH:10]([NH:39][C:40]([CH2:41][CH2:42][CH2:43][CH2:44][CH2:45][CH2:46][CH2:47][CH2:48][CH2:49][CH2:50][CH2:51][CH2:52][CH2:53][CH2:54][CH3:55])=[O:56])[CH:11]([O:12][CH:13]=[CH:14][CH3:15])[O:16][CH:17]([CH2:20][O:21][C:22]([CH2:23][CH2:24][CH2:25][CH2:26][CH2:27][CH2:28][CH2:29][CH2:30][CH2:31][CH2:32][CH2:33][CH2:34][CH2:35][CH2:36][CH3:37])=[O:38])[CH:18]1[OH:19]. Product: COC(=O)c1cc(C(O)C#N)ccc1OC. RXN SMILES: [CH2:22]([Cl:23])[Cl:24].[CH3:15][Si:16]([CH3:17])([CH3:18])[C:19]#[N:20].[CH:1](=[O:2])[c:3]1[cH:4][cH:5][c:6]([O:13][CH3:14])[c:7]([C:8](=[O:9])[O:10][CH3:11])[cH:12]1.[I-:25].[I-:27].[OH2:21].[Zn+2:26]>>[CH:1]([OH:2])([c:3]1[cH:4][cH:5][c:6]([O:13][CH3:14])[c:7]([C:8](=[O:9])[O:10][CH3:11])[cH:12]1)[C:19]#[N:20]. Reactants: ClCCl, C[Si](C)(C)C#N, COC(=O)c1cc(C=O)ccc1OC, [I-], [I-], O, [Zn+2].